Dataset: the Open Reaction Database (ORD), a public repository of structured organic reaction records. Task: describe an organic reaction: reactants, conditions, products, and yield The reactants are CO, Cn1c(Cl)nc2ccccc21, O=c1n(-c2ccc(O)cc2)c2ncccc2n1C(F)F, [H-], [Na+], CN(C)C=O. Product: Cn1c(Oc2ccc(-n3c(=O)n(C(F)F)c4cccnc43)cc2)nc2ccccc21. As a reaction SMILES: [CH3:39][OH:40].[Cl:1][c:2]1[n:3][c:4]2[c:5]([n:6]1[CH3:7])[cH:8][cH:9][cH:10][cH:11]2.[F:12][CH:13]([n:14]1[c:15](=[O:30])[n:16](-[c:23]2[cH:24][cH:25][c:26]([OH:29])[cH:27][cH:28]2)[c:17]2[n:18][cH:19][cH:20][cH:21][c:22]12)[F:31].[H-:33].[Na+:32].[O:34]=[CH:35][N:36]([CH3:37])[CH3:38]>>[c:2]1([O:29][c:26]2[cH:25][cH:24][c:23](-[n:16]3[c:15](=[O:30])[n:14]([CH:13]([F:12])[F:31])[c:22]4[c:17]3[n:18][cH:19][cH:20][cH:21]4)[cH:28][cH:27]2)[n:3][c:4]2[c:5]([n:6]1[CH3:7])[cH:8][cH:9][cH:10][cH:11]2. Reactants: C(C)(=O)OCC (ethyl acetate), C(C)(=O)OC1=CC=C(C=C1)C1=CC=C(C=C1)CC(C)OCCC ((-)-4-acetoxy-4'-(2-propoxypropyl)biphenyl), Cl (hydrochloric acid), [OH-].[Na+] (NaOH). The solvent is CO (methanol). Run at time 2 hour. Yields the product OC1=CC=C(C=C1)C1=CC=C(C=C1)CC(C)OCCC ((-)-4-hydroxy-4'-(2-propoxypropyl)biphenyl). Yield: 101.7%. RXN SMILES: C([O:4][C:5]1[CH:10]=[CH:9][C:8]([C:11]2[CH:16]=[CH:15][C:14]([CH2:17][CH:18]([O:20][CH2:21][CH2:22][CH3:23])[CH3:19])=[CH:13][CH:12]=2)=[CH:7][CH:6]=1)(=O)C.[OH-].[Na+].Cl.C(OCC)(=O)C>CO>[OH:4][C:5]1[CH:6]=[CH:7][C:8]([C:11]2[CH:16]=[CH:15][C:14]([CH2:17][CH:18]([O:20][CH2:21][CH2:22][CH3:23])[CH3:19])=[CH:13][CH:12]=2)=[CH:9][CH:10]=1 |f:1.2|. Procedure: Then, 2.5 g (8 mM) of the thus-obtained (-)-4-acetoxy-4'-(2-propoxypropyl)biphenyl was dissolved in 30 ml of methanol, added with 20% NaOH aqueous solution, and sturred at room temperature for 2 hrs. After completion of the reaction, the reaction solution was added with 1N hydrochloric acid till pH 2-3, and then further added with 100 ml of ethyl acetate to subject extraction treatment. The resulting organic layer was water-washed and then concentrated under a reduced pressure to obtain 2.2 g of...